This data is from the Open Reaction Database (ORD), a public repository of structured organic reaction records. The task is: describe an organic reaction: reactants, conditions, products, and yield Starting materials: CO, CC(C)(O)c1ccc(C(=CC2CCCC2)c2cc3cccnc3[nH]2)cc1. Yields the product CC(C)(O)c1ccc(C(CC2CCCC2)c2cc3cccnc3[nH]2)cc1. As a reaction SMILES: [CH3:27][OH:28].[CH:1]1([CH:6]=[C:7]([c:8]2[cH:9][c:10]3[c:11]([n:12][cH:13][cH:14][cH:15]3)[nH:16]2)[c:17]2[cH:18][cH:19][c:20]([C:23]([CH3:24])([CH3:25])[OH:26])[cH:21][cH:22]2)[CH2:2][CH2:3][CH2:4][CH2:5]1>>[CH:1]1([CH2:6][CH:7]([c:8]2[cH:9][c:10]3[c:11]([n:12][cH:13][cH:14][cH:15]3)[nH:16]2)[c:17]2[cH:18][cH:19][c:20]([C:23]([CH3:24])([CH3:25])[OH:26])[cH:21][cH:22]2)[CH2:2][CH2:3][CH2:4][CH2:5]1. Reported procedure: A mixture of 384 mg of 2,2-dimethyl-4-[1-(2-methoxyethoxymethyl)-1,2-dihydro-2-oxo-3-pyridyl]-6-cyano-3-chromanol [obtainable from 1-(2-methoxyethoxy-methyl)-1,2-dihydro-2-oxopyridine and 2,2-dimethyl-3,4-epoxy-6-cyanochroman], 600 mg of finely powdered ZnBr2 and 4 ml of dichloromethane is stirred at 25° for 16 hours. The mixture is washed with saturated NaHCO3 solution, then with saturated NaCl solution, the wash solutions are extracted with ether, and the organic phases are combined and furthe... Reaction conditions: time 16 hour. As a reaction SMILES: [CH3:1][C:2]1([CH3:28])[CH:11]([OH:12])[CH:10]([C:13]2[C:14](=[O:25])[N:15](COCCOC)[CH:16]=[CH:17][CH:18]=2)[C:9]2[C:4](=[CH:5][CH:6]=[C:7]([C:26]#[N:27])[CH:8]=2)[O:3]1>[Zn+2].[Br-].[Br-].ClCCl>[CH3:1][C:2]1([CH3:28])[CH:11]([OH:12])[CH:10]([C:13]2[C:14](=[O:25])[NH:15][CH:16]=[CH:17][CH:18]=2)[C:9]2[C:4](=[CH:5][CH:6]=[C:7]([C:26]#[N:27])[CH:8]=2)[O:3]1 |f:1.2.3|. Run in ClCCl (dichloromethane). Reagents/catalysts: [Zn+2].[Br-].[Br-] (ZnBr2). Yields the product CC1(OC2=CC=C(C=C2C(C1O)C=1C(NC=CC1)=O)C#N)C (2,2-Dimethyl-4-(1,2-dihydro-2-oxo-3-pyridyl)-6-cyano-3-chromanol). Starting materials: CC1(OC2=CC=C(C=C2C(C1O)C=1C(N(C=CC1)COCCOC)=O)C#N)C (2,2-dimethyl-4-[1-(2-methoxyethoxymethyl)-1,2-dihydro-2-oxo-3-pyridyl]-6-cyano-3-chromanol). The reactants are COc1ccc(B(O)O)cc1 (effective_coupling_partner), CCN(CC)C(=O)Oc1ccc(C)cc1 (substrate). The reagents and catalysts are PCy3. Run at temperature 180 celsius, time 10 minute. Yields the product COc2ccc(c1ccc(C)cc1)cc2. Starting materials: BrC1=CC(=C(C=C1)F)[N+](=O)[O-] (4-bromo-1-fluoro-2-nitrobenzene), N1CCC(CC1)CNC(OC(C)(C)C)=O (tert-butyl piperidin-4-ylmethylcarbamate). The product is [N+](=O)([O-])C1=CC=CC=C1 (Nitrobenzene). Reaction SMILES: Br[C:2]1[CH:7]=[CH:6][C:5](F)=[C:4]([N+:9]([O-:11])=[O:10])[CH:3]=1.N1CCC(CNC(=O)OC(C)(C)C)CC1>>[N+:9]([C:4]1[CH:5]=[CH:6][CH:7]=[CH:2][CH:3]=1)([O-:11])=[O:10]. Procedure: Nitrobenzene Int-15b was prepared by following similar procedures to those described in Step A of Example 2 using 4-bromo-1-fluoro-2-nitrobenzene and tert-butyl piperidin-4-ylmethylcarbamate as starting materials. Reactants: ice, COC=1C=C2CCC=C(C2=CC1)C (6-Methoxy-1-methyl-3,4-dihydronaphthalene), CN(C=O)C (dimethylformamide), C(C)(=O)[O-].[Na+] (sodium acetate), P(=O)(Cl)(Cl)Cl (phosphorus oxychloride), mixture. Reaction conditions: temperature 72.5 celsius, time 3 hour. Product: COC=1C=C2CCC(=C(C2=CC1)C)C=O (6-Methoxy-1-methyl-3,4-dihydro-2-naphthaldehyde). The yield is 43.5%. As a reaction SMILES: [CH3:1][O:2][C:3]1[CH:4]=[C:5]2[C:10](=[CH:11][CH:12]=1)[C:9]([CH3:13])=[CH:8][CH2:7][CH2:6]2.CN(C)[CH:16]=[O:17].P(Cl)(Cl)(Cl)=O.C([O-])(=O)C.[Na+]>>[CH3:1][O:2][C:3]1[CH:4]=[C:5]2[C:10](=[CH:11][CH:12]=1)[C:9]([CH3:13])=[C:8]([CH:16]=[O:17])[CH2:7][CH2:6]2 |f:3.4|. Procedure: To a solution of Compound B (0.44 g, 2.5 mmole) in dry dimethylformamide (1.3 ml, 16.8 mmole) at ice cooling and stirring under argon atmosphere, phosphorus oxychloride (0.62 ml, 6.65 mmole) was added drop-by-drop in 2 minutes. The reaction mixture was stirred in an oil bath of 70-75° C. for 3 hours. After cooling in an ice bath, ice (6 g) was added, then sodium acetate (anhydrous, 3.7 g) was added, and the mixture (pH ˜6) was warmed in an oil bath at 70-75° C. for 15 minutes. After cooling, it ... The reactants are N#CCC(N)=O, COc1cc(C=CC=O)cc(OC)c1O. The product is COc1cc(C=CC=C(C#N)C(N)=O)cc(OC)c1O. Reaction SMILES: [C:16](#[N:17])[CH2:18][C:19](=[O:20])[NH2:21].[CH3:1][O:2][c:3]1[cH:4][c:5]([CH:6]=[CH:7][CH:8]=[O:9])[cH:10][c:11]([O:14][CH3:15])[c:12]1[OH:13]>>[CH3:1][O:2][c:3]1[cH:4][c:5]([CH:6]=[CH:7][CH:8]=[C:18]([C:16]#[N:17])[C:19](=[O:20])[NH2:21])[cH:10][c:11]([O:14][CH3:15])[c:12]1[OH:13]. The reactants are C(=O)(O)[O-].[Na+] (NaHCO3), Cl.C(CC)C1=CC(=C(C=N1)N)N (6-propyl-pyridine-3,4-diamine hydrochloride), CN(C)C=O (DMF), N1=CC=CC=C1 (pyridine). Solvent: C(Cl)Cl (CH2Cl2). Conditions: time 3 hour. Yields the product NC1=C(C=NC(=C1)CCC)NC(C)=O (N-(4-amino-6-propyl-pyridin-3-yl)-acetamide). As a reaction SMILES: Cl.[CH2:2]([C:5]1[N:10]=[CH:9][C:8]([NH2:11])=[C:7]([NH2:12])[CH:6]=1)[CH2:3][CH3:4].N1[CH:18]=[CH:17]C=CC=1.CN(C=[O:23])C.C([O-])(O)=O.[Na+]>C(Cl)Cl>[NH2:12][C:7]1[CH:6]=[C:5]([CH2:2][CH2:3][CH3:4])[N:10]=[CH:9][C:8]=1[NH:11][C:17](=[O:23])[CH3:18] |f:0.1,4.5|. Procedure details: To a mixture of 6-propyl-pyridine-3,4-diamine hydrochloride (prepared from ethyl butyrylacetate as described in Example 28, steps 1-9) (187 mg, 1.00 mmol) in CH2Cl2 (4 mL) at 0° C. under N2 is added pyridine (0.24 mL, 3.00 mmol) followed by DMF (2 mL) (for solubility). Next, AC20 (0.104 mL, 1.1 mmol) is added. The reaction mixture is stirred for 3 h while slowly warming to rt. It is then poured into saturated aq NaHCO3 and extracted thrice with CH2Cl2. The combined extracts are dried over K2CO3 ... The reactants are Cl.ClC1=CC=C2CCN(C2=C1)C1=NC=NC2=CC=C(C=C12)N (4-(6-Chloro-2,3-dihydro-indol-1-yl)-quinazolin-6-ylamine hydrochloride), CN(CCCCl)C (3-dimethylaminopropyl chloride), C([O-])([O-])=O.[K+].[K+] (potassium carbonate). The solvent is O (water). Reaction conditions: temperature 120 celsius. Yields the product ClC1=CC=C2CCN(C2=C1)C1=NC=NC2=CC=C(C=C12)NCCCN(C)C (N-[4-(6-Chloro-2,3-dihydro-indol-1-yl)-quinazolin-6-yl]-N',N'-dimethyl-propane-1,3-diamine). Reaction SMILES: Cl.[Cl:2][C:3]1[CH:11]=[C:10]2[C:6]([CH2:7][CH2:8][N:9]2[C:12]2[C:21]3[C:16](=[CH:17][CH:18]=[C:19]([NH2:22])[CH:20]=3)[N:15]=[CH:14][N:13]=2)=[CH:5][CH:4]=1.[CH3:23][N:24]([CH3:29])[CH2:25][CH2:26][CH2:27]Cl.C(=O)([O-])[O-].[K+].[K+]>O>[Cl:2][C:3]1[CH:11]=[C:10]2[C:6]([CH2:7][CH2:8][N:9]2[C:12]2[C:21]3[C:16](=[CH:17][CH:18]=[C:19]([NH:22][CH2:27][CH2:26][CH2:25][N:24]([CH3:29])[CH3:23])[CH:20]=3)[N:15]=[CH:14][N:13]=2)=[CH:5][CH:4]=1 |f:0.1,3.4.5|. Procedure details: 4-(6-Chloro-2,3-dihydro-indol-1-yl)-quinazolin-6-ylamine hydrochloride (0.525 g, 1.58 mmol) was combined with 2 mL of freshly distilled 3-dimethylaminopropyl chloride and heated to 120° C. for 1 hour. Yellow liquid was poured off and the remaining red glass was dissolved in water, basified to pH 11 with potassium carbonate, extracted with chloroform (2×50 mL), washed with brine, dried over magnesium sulfate, filtered and stripped to give 0.272 g yellow foam containing starting material and mono-... Reactants: O=C1NCC2=CC(=CC=C12)C(=O)OC (methyl 1-oxoisoindoline-5-carboxylate), C1CCOC1 (THF), Cl (HCl), O.[OH-].[Li+] (lithium hydroxide monohydrate). The solvent is O (H2O). Reaction conditions: temperature 23 celsius, time 2 minute. Product: O=C1NCC2=CC(=CC=C12)C(=O)O (1-oxoisoindoline-5-carboxylic acid). As a reaction SMILES: [O:1]=[C:2]1[C:10]2[C:5](=[CH:6][C:7]([C:11]([O:13]C)=[O:12])=[CH:8][CH:9]=2)[CH2:4][NH:3]1.C1COCC1.O.[OH-].[Li+].Cl>O>[O:1]=[C:2]1[C:10]2[C:5](=[CH:6][C:7]([C:11]([OH:13])=[O:12])=[CH:8][CH:9]=2)[CH2:4][NH:3]1 |f:2.3.4|. Reported procedure: To a 100 mL round bottom flask containing methyl 1-oxoisoindoline-5-carboxylate (200 mg, 1.046 mmol) was added THF (6 mL) and H2O (2 mL) the mixture was stirred at 23° C. for 2 min. At this time, lithium hydroxide monohydrate (87 μL, 3.14 mmol) was added and the flask was gently heated on aluminum block for 5 min. The solid went into solution and LC/MS showed product formation. The contents of the reaction were poured into HCl (1 M, 15 mL) and extracted with DCM (15 mL). An emulsion formed, the ...